Dataset: the Open Reaction Database (ORD), a public repository of structured organic reaction records. Task: describe an organic reaction: reactants, conditions, products, and yield The reactants are O=C([O-])[O-], CCOCC, COC(=O)c1ccc2c(C3CCCCC3)c(-c3ccc(OCc4ccccn4)cc3OCC3CO3)[nH]c2c1, [Cs+], [Cs+], CN(C)C=O. Product: COC(=O)c1ccc2c(C3CCCCC3)c3n(c2c1)CC(O)COc1cc(OCc2ccccn2)ccc1-3. Reaction SMILES: [C:39](=[O:40])([O-:41])[O-:42].[CH3:50][CH2:51][O:52][CH2:53][CH3:54].[CH:1]1([c:7]2[c:8](-[c:20]3[c:21]([O:34][CH2:35][CH:36]4[O:37][CH2:38]4)[cH:22][c:23]([O:26][CH2:27][c:28]4[n:29][cH:30][cH:31][cH:32][cH:33]4)[cH:24][cH:25]3)[nH:9][c:10]3[cH:11][c:12]([C:16](=[O:17])[O:18][CH3:19])[cH:13][cH:14][c:15]23)[CH2:2][CH2:3][CH2:4][CH2:5][CH2:6]1.[Cs+:43].[Cs+:44].[O:45]=[CH:46][N:47]([CH3:48])[CH3:49]>>[CH:1]1([c:7]2[c:8]3[n:9]([c:10]4[cH:11][c:12]([C:16](=[O:17])[O:18][CH3:19])[cH:13][cH:14][c:15]24)[CH2:38][CH:36]([OH:37])[CH2:35][O:34][c:21]2[c:20]-3[cH:25][cH:24][c:23]([O:26][CH2:27][c:28]3[n:29][cH:30][cH:31][cH:32][cH:33]3)[cH:22]2)[CH2:2][CH2:3][CH2:4][CH2:5][CH2:6]1.